From a dataset of the Open Reaction Database (ORD), a public repository of structured organic reaction records. describe an organic reaction: reactants, conditions, products, and yield Reactants: Cl (hydrochloric acid), C1(=CCCC=C1)CC(=O)O (3,4-dihydrophenylacetic acid), BrCCCBr (1,3-dibromopropane), [OH-].[K+] (potassium hydroxide), O (water). The product is O1OCCCC2=C1C=CC(=C2)CC(=O)O ((Benzodioxepane-7-yl)acetic acid). Reaction SMILES: [C:1]1([CH2:7][C:8]([OH:10])=[O:9])[CH:6]=[CH:5][CH2:4][CH2:3][CH:2]=1.Br[CH2:12][CH2:13][CH2:14]Br.[OH-:16].[K+].Cl.[OH2:19]>>[O:16]1[C:4]2[CH:5]=[CH:6][C:1]([CH2:7][C:8]([OH:10])=[O:9])=[CH:2][C:3]=2[CH2:14][CH2:13][CH2:12][O:19]1 |f:2.3|. Procedure: A mixture of 3,4-dihydrophenylacetic acid (5.0 g), 1,3-dibromopropane (7.2 g) and potassium hydroxide (7.3 g) in water (25 ml) was heated under reflux for 17 hours, acidified to pH 1 with 2M hydrochloric acid and extracted several times into methylene chloride. The combined organic extracts were dried over magnesium sulphate and evaporated. The residue was purified by chromatography on silica (75 g) using methylene chloride plus 0-2% acetic acid as the eluant. Appropriate factions were combined ... Reactants: N[C@H]1CC[C@@H](C2=CC=CC=C12)O ((1S,4S)-4-Amino-1,2,3,4-tetrahydro-naphthalen-1-ol), [H-].[Na+] (sodium hydride), FC=1C=CC=2N(C1)C(=NN2)C(C)C (6-Fluoro-3-isopropyl-[1,2,4]triazolo[4,3-a]pyridine). Solvent: CN(C)C=O (DMF). Conditions: time 20 minute. Product: C(C)(C)C1=NN=C2N1C=C(C=C2)O[C@H]2CC[C@@H](C1=CC=CC=C21)N ((1S,4S)-4-(3-Isopropyl-[1,2,4]triazolo[4,3-a]pyridin-6-yloxy)-1,2,3,4-tetrahydro-naphthalen-1-ylamine). Yield: 111.5%. RXN SMILES: [H-].[Na+].[NH2:3][C@@H:4]1[C:13]2[C:8](=[CH:9][CH:10]=[CH:11][CH:12]=2)[C@@H:7]([OH:14])[CH2:6][CH2:5]1.F[C:16]1[CH:17]=[CH:18][C:19]2[N:20]([C:22]([CH:25]([CH3:27])[CH3:26])=[N:23][N:24]=2)[CH:21]=1>CN(C=O)C>[CH:25]([C:22]1[N:20]2[CH:21]=[C:16]([O:14][C@@H:7]3[C:8]4[C:13](=[CH:12][CH:11]=[CH:10][CH:9]=4)[C@@H:4]([NH2:3])[CH2:5][CH2:6]3)[CH:17]=[CH:18][C:19]2=[N:24][N:23]=1)([CH3:27])[CH3:26] |f:0.1|. Reported procedure: To a suspension of sodium hydride (60% in mineral oil, 1.07 g, 26.8 mmol) in dry DMF (20 mL) at room temperature under nitrogen, Intermediate 5b (1.89 g, 11.6 mmol) was added portionwise over 2 min, and the resulting brown solution was stirred for 20 min. Intermediate 1f (1.60 g, 8.93 mmol) was added, and the solution stirred at 60° C. for 2 h. The dark brown solution was cooled to room temperature and concentrated under vacuum. The residue was purified by SCX-2, washing with MeOH (200 mL) and e... Starting materials: ClC1=CC(=C(C#N)C=C1)F (4-chloro-2-fluorobenzonitrile), CC(C)(C)OC(N(C)CCC(CCC)O)=O ((3-hydroxyhexyl)methylcarbamic acid 1,1-dimethylethyl ester). The product is CC(C)(C)OC(N(C)CCC(CCC)OC1=C(C=CC(=C1)Cl)C#N)=O ([3-(5-Chloro-2-cyanophenoxy)hexyl]methylcarbamic Acid 1,1-dimethylethyl ester). As a reaction SMILES: [Cl:1][C:2]1[CH:9]=[CH:8][C:5]([C:6]#[N:7])=[C:4](F)[CH:3]=1.[CH3:11][C:12]([O:15][C:16](=[O:26])[N:17]([CH2:19][CH2:20][CH:21]([OH:25])[CH2:22][CH2:23][CH3:24])[CH3:18])([CH3:14])[CH3:13]>>[CH3:13][C:12]([O:15][C:16](=[O:26])[N:17]([CH2:19][CH2:20][CH:21]([O:25][C:4]1[CH:3]=[C:2]([Cl:1])[CH:9]=[CH:8][C:5]=1[C:6]#[N:7])[CH2:22][CH2:23][CH3:24])[CH3:18])([CH3:11])[CH3:14]. Reported procedure: The title compound was prepared according to the method of Example 3 step (b) but using 4-chloro-2-fluorobenzonitrile and (3-hydroxyhexyl)methylcarbamic acid 1,1-dimethylethyl ester. Starting materials: O=C1CCC(=O)N1Br, C[Si](C)(C)[N-][Si](C)(C)C, CN(C)C=O, [Li+], C1CCOC1, CC(C)c1nnc2ccc(-c3cnco3)cn12. Yields the product CC(C)c1nnc2ccc(-c3ocnc3Br)cn12. RXN SMILES: [Br:33][N:34]1[C:35](=[O:36])[CH2:37][CH2:38][C:39]1=[O:40].[CH3:18][Si:19]([N-:20][Si:21]([CH3:22])([CH3:23])[CH3:24])([CH3:25])[CH3:26].[CH3:41][N:42]([CH3:43])[CH:44]=[O:45].[Li+:27].[O:28]1[CH2:29][CH2:30][CH2:31][CH2:32]1.[o:1]1[cH:2][n:3][cH:4][c:5]1-[c:6]1[cH:7][cH:8][c:9]2[n:10]([cH:11]1)[c:12]([CH:15]([CH3:16])[CH3:17])[n:13][n:14]2>>[o:1]1[cH:2][n:3][c:4]([Br:33])[c:5]1-[c:6]1[cH:7][cH:8][c:9]2[n:10]([cH:11]1)[c:12]([CH:15]([CH3:16])[CH3:17])[n:13][n:14]2. The reactants are Cc1ccc(N2CCc3ccccc32)c(NC(=O)N2CCN(C)CC2)c1, O=P(Cl)(Cl)Cl. The product is Cc1ccc2c(c1)N=C(N1CCN(C)CC1)c1cccc3c1N2CC3. As a reaction SMILES: [CH3:1][c:2]1[cH:3][cH:4][c:5]([N:18]2[CH2:19][CH2:20][c:21]3[cH:22][cH:23][cH:24][cH:25][c:26]32)[c:6]([NH:8][C:9](=[O:10])[N:11]2[CH2:12][CH2:13][N:14]([CH3:17])[CH2:15][CH2:16]2)[cH:7]1.[P:27]([Cl:28])([Cl:29])([Cl:30])=[O:31]>>[CH3:1][c:2]1[cH:3][cH:4][c:5]2[c:6]([cH:7]1)[N:8]=[C:9]([N:11]1[CH2:12][CH2:13][N:14]([CH3:17])[CH2:15][CH2:16]1)[c:25]1[cH:24][cH:23][cH:22][c:21]3[c:26]1[N:18]2[CH2:19][CH2:20]3.